This data is from the Open Reaction Database (ORD), a public repository of structured organic reaction records. The task is: describe an organic reaction: reactants, conditions, products, and yield The reactants are NCc1ccc(Cl)c(Oc2cc(Br)cc(F)c2Cl)c1F, N#C[Zn]C#N, CCCO, CN(C)C=O, c1ccc(P(c2ccccc2)(c2ccccc2)[Pd](P(c2ccccc2)(c2ccccc2)c2ccccc2)(P(c2ccccc2)(c2ccccc2)c2ccccc2)P(c2ccccc2)(c2ccccc2)c2ccccc2)cc1. Product: N#Cc1cc(F)c(Cl)c(Oc2c(Cl)ccc(CN)c2F)c1. Reaction SMILES: [Br:1][c:2]1[cH:3][c:4]([F:20])[c:5]([Cl:19])[c:6]([O:8][c:9]2[c:10]([F:18])[c:11]([CH2:16][NH2:17])[cH:12][cH:13][c:14]2[Cl:15])[cH:7]1.[C:21](#[N:22])[Zn:23][C:24]#[N:25].[CH2:31]([OH:32])[CH2:33][CH3:34].[O:26]=[CH:27][N:28]([CH3:29])[CH3:30].[cH:35]1[cH:36][cH:37][c:38]([P:39]([Pd:40]([P:41]([c:42]2[cH:43][cH:44][cH:45][cH:46][cH:47]2)([c:48]2[cH:49][cH:50][cH:51][cH:52][cH:53]2)[c:54]2[cH:55][cH:56][cH:57][cH:58][cH:59]2)([P:60]([c:61]2[cH:62][cH:63][cH:64][cH:65][cH:66]2)([c:67]2[cH:68][cH:69][cH:70][cH:71][cH:72]2)[c:73]2[cH:74][cH:75][cH:76][cH:77][cH:78]2)[P:79]([c:80]2[cH:81][cH:82][cH:83][cH:84][cH:85]2)([c:86]2[cH:87][cH:88][cH:89][cH:90][cH:91]2)[c:92]2[cH:93][cH:94][cH:95][cH:96][cH:97]2)([c:98]2[cH:99][cH:100][cH:101][cH:102][cH:103]2)[c:104]2[cH:105][cH:106][cH:107][cH:108][cH:109]2)[cH:110][cH:111]1>>[c:2]1([C:21]#[N:22])[cH:3][c:4]([F:20])[c:5]([Cl:19])[c:6]([O:8][c:9]2[c:10]([F:18])[c:11]([CH2:16][NH2:17])[cH:12][cH:13][c:14]2[Cl:15])[cH:7]1. The reactants are Cn1cnc(CN)c1, Cl, CCc1nnn(C2CC(n3cnc4c(NCC(c5ccccc5)c5ccccc5)nc(N5CCC(N)C5)nc43)C(O)C2O)n1, CCc1nnn(C2CC(n3cnc4c(NCC(c5ccccc5)c5ccccc5)nc(N5CCC(NC(=O)NCc6ccccn6)C5)nc43)C(O)C2O)n1. Yields the product Cl, CCc1nnn(C2CC(n3cnc4c(NCC(c5ccccc5)c5ccccc5)nc(N5CCC(NC(=O)NCc6cn(C)cn6)C5)nc43)C(O)C2O)n1. Reaction SMILES: [CH3:100][n:101]1[cH:102][n:103][c:104]([CH2:106][NH2:107])[cH:105]1.[ClH:45].[NH2:1][CH:2]1[CH2:3][N:4]([c:7]2[n:8][c:9]([NH:30][CH2:31][CH:32]([c:33]3[cH:34][cH:35][cH:36][cH:37][cH:38]3)[c:39]3[cH:40][cH:41][cH:42][cH:43][cH:44]3)[c:10]3[n:11][cH:12][n:13]([CH:16]4[CH:17]([OH:29])[CH:18]([OH:28])[CH:19]([n:21]5[n:22][c:23]([CH2:26][CH3:27])[n:24][n:25]5)[CH2:20]4)[c:14]3[n:15]2)[CH2:5][CH2:6]1.[c:46]1([CH:47]([c:48]2[cH:49][cH:50][cH:51][cH:52][cH:53]2)[CH2:54][NH:55][c:56]2[n:57][c:58]([N:59]3[CH2:60][CH2:61][CH:62]([NH:63][C:70]([NH:64][CH2:65][c:66]4[cH:67][cH:68][cH:69][cH:72][n:73]4)=[O:71])[CH2:74]3)[n:75][c:76]3[c:77]2[n:78][cH:79][n:80]3[CH:81]2[CH2:82][CH:83]([n:84]3[n:85][n:86][c:87]([CH2:88][CH3:89])[n:90]3)[CH:91]([OH:92])[CH:93]2[OH:94])[cH:95][cH:96][cH:97][cH:98][cH:99]1>>[ClH:45].[NH:1]([CH:2]1[CH2:3][N:4]([c:7]2[n:8][c:9]([NH:30][CH2:31][CH:32]([c:33]3[cH:34][cH:35][cH:36][cH:37][cH:38]3)[c:39]3[cH:40][cH:41][cH:42][cH:43][cH:44]3)[c:10]3[n:11][cH:12][n:13]([CH:16]4[CH:17]([OH:29])[CH:18]([OH:28])[CH:19]([n:21]5[n:22][c:23]([CH2:26][CH3:27])[n:24][n:25]5)[CH2:20]4)[c:14]3[n:15]2)[CH2:5][CH2:6]1)[C:70](=[O:71])[NH:107][CH2:106][c:104]1[n:103][cH:102][n:101]([CH3:100])[cH:105]1.